Dataset: the Open Reaction Database (ORD), a public repository of structured organic reaction records. Task: describe an organic reaction: reactants, conditions, products, and yield Starting materials: [BH3-]C#N, COc1cccc(C(C)=O)c1, CC(C)[O-], CC(C)[O-], CC(C)[O-], CC(C)[O-], O=Cc1ccc(Cl)cc1, NCCCc1ccc(Cl)cc1, [Na+], [Ti+4]. Yields the product COc1cccc(C(C)NCCCc2ccc(Cl)cc2)c1. As a reaction SMILES: [C:32]([BH3-:33])#[N:34].[CH3:21][O:22][c:23]1[cH:24][c:25]([C:29]([CH3:30])=[O:31])[cH:26][cH:27][cH:28]1.[CH3:36][CH:37]([CH3:38])[O-:39].[CH3:41][CH:42]([CH3:43])[O-:44].[CH3:45][CH:46]([CH3:47])[O-:48].[CH3:49][CH:50]([CH3:51])[O-:52].[Cl:12][c:13]1[cH:14][cH:15][c:16]([CH:17]=[O:18])[cH:19][cH:20]1.[Cl:1][c:2]1[cH:3][cH:4][c:5]([CH2:8][CH2:9][CH2:10][NH2:11])[cH:6][cH:7]1.[Na+:35].[Ti+4:40]>>[Cl:1][c:2]1[cH:3][cH:4][c:5]([CH2:8][CH2:9][CH2:10][NH:11][CH:29]([c:25]2[cH:24][c:23]([O:22][CH3:21])[cH:28][cH:27][cH:26]2)[CH3:30])[cH:6][cH:7]1.